This data is from the Open Reaction Database (ORD), a public repository of structured organic reaction records. The task is: describe an organic reaction: reactants, conditions, products, and yield The reactants are NC1=CC(=C(C#N)C=C1)OCC(CCN)O (4-amino-2-(4-amino-2-hydroxybutoxy)benzonitrile), C(=O)(C(F)(F)F)O (TFA), ClC=1N=C(C2=C(N1)C(CC2)C2=CC=C(C=C2)F)Cl (2,4-dichloro-7-(4-fluorophenyl)-6,7-dihydro-5H-cyclopenta[d]pyrimidine), C(C)N(C(C)C)C(C)C (N-ethyl-N-isopropylpropan-2-amine). The solvent is C(C)#N (acetonitrile). Conditions: time 24 hour. Yields the product NC1=CC(=C(C#N)C=C1)OCC(CCNC=1C2=C(N=C(N1)Cl)C(CC2)C2=CC=C(C=C2)F)O (4-amino-2-(4-(2-chloro-7-(4-fluorophenyl)-6,7-dihydro-5H-cyclopenta[d]pyrimidin-4-ylamino)-2-hydroxybutoxy)benzonitrile), C(=O)(C(F)(F)F)O (TFA). Yield: 22.8%. RXN SMILES: [NH2:1][C:2]1[CH:9]=[CH:8][C:5]([C:6]#[N:7])=[C:4]([O:10][CH2:11][CH:12]([OH:16])[CH2:13][CH2:14][NH2:15])[CH:3]=1.[C:17]([OH:23])([C:19]([F:22])([F:21])[F:20])=[O:18].[Cl:24][C:25]1[N:26]=[C:27](Cl)[C:28]2[CH2:33][CH2:32][CH:31]([C:34]3[CH:39]=[CH:38][C:37]([F:40])=[CH:36][CH:35]=3)[C:29]=2[N:30]=1.C(N(C(C)C)C(C)C)C>C(#N)C>[NH2:1][C:2]1[CH:9]=[CH:8][C:5]([C:6]#[N:7])=[C:4]([O:10][CH2:11][CH:12]([OH:16])[CH2:13][CH2:14][NH:15][C:27]2[C:28]3[CH2:33][CH2:32][CH:31]([C:34]4[CH:35]=[CH:36][C:37]([F:40])=[CH:38][CH:39]=4)[C:29]=3[N:30]=[C:25]([Cl:24])[N:26]=2)[CH:3]=1.[C:17]([OH:23])([C:19]([F:22])([F:21])[F:20])=[O:18]. Procedure: The mixture of 4-amino-2-(4-amino-2-hydroxybutoxy)benzonitrile, 2 TFA salt (Preparation Z, 50 mg, 0.111 mmol), 2,4-dichloro-7-(4-fluorophenyl)-6,7-dihydro-5H-cyclopenta[d]pyrimidine (Preparation R, 31.5 mg, 0.111 mmol) and N-ethyl-N-isopropylpropan-2-amine (97 μL, 0.556 mmol) in acetonitrile (556 μL) was stirred at rt for 24 h. The reaction mixture was concentrated and purified by Prep-HPLC to obtain 4-amino-2-(4-(2-chloro-7-(4-fluorophenyl)-6,7-dihydro-5H-cyclopenta[d]pyrimidin-4-ylamino)-2-hyd...